From a dataset of the Open Reaction Database (ORD), a public repository of structured organic reaction records. describe an organic reaction: reactants, conditions, products, and yield The reactants are CCOC(=O)/N=N/C(=O)OCC (diethylazodicarboxylate), C(C1=CC=CC=C1)(=O)NC1=C2N=CN(C2=NC=N1)[C@H]1C[C@@H](O)[C@H](O1)COC(C1=CC=CC=C1)=O (N6 -Benzoyl-9-(5-O-benzoyl-2-deoxy-β-D-threo-pentofuranosyl)adenine), C1(=CC=CC=C1)P(C1=CC=CC=C1)C1=CC=CC=C1 (triphenylphosphine), [Li]N=[N+]=[N-] (LiN3). Run in CN(C)C=O (DMF). Run at time 2.5 hour. Yields the product 5'-O-Benzoyl-N2 -benzoyl-3'-azido-2',3'-dideoxyadenosine, C(C1=CC=CC=C1)(=O)OC[C@@H]1[C@H](C[C@@H](O1)N1C=NC=2C(NC(C3=CC=CC=C3)=O)=NC=NC12)N=[N+]=[N-] (5'-O-(Benzoyl)-N6 -benzoyl-3'-azido-2',3'-dideoxyadenosine). RXN SMILES: [C:1]([NH:9][C:10]1[N:18]=[CH:17][N:16]=[C:15]2[C:11]=1[N:12]=[CH:13][N:14]2[C@@H:19]1[O:24][C@H:23]([CH2:25][O:26][C:27](=[O:34])[C:28]2[CH:33]=[CH:32][CH:31]=[CH:30][CH:29]=2)[C@H:21](O)[CH2:20]1)(=[O:8])[C:2]1[CH:7]=[CH:6][CH:5]=[CH:4][CH:3]=1.C1(P(C2C=CC=CC=2)C2C=CC=CC=2)C=CC=CC=1.[Li][N:55]=[N+:56]=[N-:57].CCOC(/N=N/C(OCC)=O)=O>CN(C=O)C>[C:27]([O:26][CH2:25][C@H:23]1[O:24][C@@H:19]([N:14]2[C:15]3[N:16]=[CH:17][N:18]=[C:10]([NH:9][C:1](=[O:8])[C:2]4[CH:7]=[CH:6][CH:5]=[CH:4][CH:3]=4)[C:11]=3[N:12]=[CH:13]2)[CH2:20][C@@H:21]1[N:55]=[N+:56]=[N-:57])(=[O:34])[C:28]1[CH:29]=[CH:30][CH:31]=[CH:32][CH:33]=1. Reported procedure: N6 -Benzoyl-9-(5-O-benzoyl-2-deoxy-β-D-threo-pentofuranosyl)adenine (7.0 g, 15.3 mmol), triphenylphosphine (6.0 g, 22.9 mmol), and LiN3 (2.8 g, 56.4 mmol) were dissolved in DMF (100 mL). To this stirring mixture was added diethylazodicarboxylate (3.6 mL, 22.9 mmol) in one portion, the reaction was stirred for 2.5 h at RT, and the reaction was quenched with H2O (10 mL). The solvents were removed in vacuo, the residual oil was redissolved in EtOAc (300 mL) and extracted with H2O (2×200 mL) and sat... The reactants are N1=CC(=CC(=C1)C(=O)OC)C(=O)OC (Dimethyl pyridine-3,5-dicarboxylate), C(C)(=O)O (acetic acid). Reagents/catalysts: [C].[Rh] (rhodium-carbon). Reaction conditions: temperature 50 celsius, time 20 hour. The product is C(C)(C)(C)OC(=O)N1C[C@@H](C[C@@H](C1)C(=O)O)C(=O)O ((3R,5S)-1-(tert-butoxycarbonyl)piperidine-3,5-dicarboxylic acid). As a reaction SMILES: [N:1]1[CH:6]=[C:5]([C:7]([O:9]C)=[O:8])[CH:4]=[C:3]([C:11]([O:13]C)=[O:12])[CH:2]=1.[C:15]([OH:18])(=[O:17])C>[C].[Rh]>[C:3]([O:18][C:15]([N:1]1[CH2:6][C@@H:5]([C:7]([OH:9])=[O:8])[CH2:4][C@@H:3]([C:11]([OH:13])=[O:12])[CH2:2]1)=[O:17])([CH3:11])([CH3:4])[CH3:2] |f:2.3|. Procedure details: Dimethyl pyridine-3,5-dicarboxylate (62.8 g) was dissolved in acetic acid (300 mL), 5% rhodium-carbon (6 g) was added and the mixture was stirred under hydrogen pressurization (5 atm) at 50° C. for 20 hr. The reaction mixture was allowed to cool to room temperature, the rhodium catalyst was filtered off, and the filtrate was concentrated under reduced pressure. The residue was dissolved in methanol (300 mL), and triethylamine (180 mL) and di-tert-butyl bicarbonate (105 g) were successively added... Procedure: The title compound is prepared by the procedure of Example 20 using 2.5 g of product from Example 24, 10 ml acetonitrile, 0.339 g of pyridine and 2.11 g of phosphorus tribromide. The product, 2.27 g, is obtained as colorless needles. Starting materials: C(CCCCCCCCCCCCC)OC=1C=C(C=CC1)CO (3-(Tetradecyloxy)benzenemethanol), C(C)#N (acetonitrile), P(Br)(Br)Br (phosphorus tribromide). The product is BrCC1=CC(=CC=C1)OCCCCCCCCCCCCCC (1-(Bromomethyl)-3-(tetradecyloxy)benzene). RXN SMILES: [CH2:1]([O:15][C:16]1[CH:17]=[C:18]([CH2:22]O)[CH:19]=[CH:20][CH:21]=1)[CH2:2][CH2:3][CH2:4][CH2:5][CH2:6][CH2:7][CH2:8][CH2:9][CH2:10][CH2:11][CH2:12][CH2:13][CH3:14].C(#N)C.P(Br)(Br)[Br:28]>N1C=CC=CC=1>[Br:28][CH2:22][C:18]1[CH:19]=[CH:20][CH:21]=[C:16]([O:15][CH2:1][CH2:2][CH2:3][CH2:4][CH2:5][CH2:6][CH2:7][CH2:8][CH2:9][CH2:10][CH2:11][CH2:12][CH2:13][CH3:14])[CH:17]=1. Solvent: N1=CC=CC=C1 (pyridine).